Dataset: the Open Reaction Database (ORD), a public repository of structured organic reaction records. Task: describe an organic reaction: reactants, conditions, products, and yield Starting materials: CN(/C=C/C(=O)C1=NN(C=CC1=O)C1=CC(=CC=C1)S(=O)(=O)C)C (3-((E)-3-dimethylamino-acryloyl)-1-(3-methansulfonyl-phenyl)-1H-pyridazin-4-one), ClC=1C(=C(C=CC1)NN)C ((3-chloro-2-methyl-phenyl)-hydrazine). The product is ClC=1C(=C(C=CC1)N1N=CC=C1C1=NN(C=CC1=O)C1=CC(=CC=C1)S(=O)(=O)C)C (3-[2-(3-Chloro-2-methyl-phenyl)-2H-pyrazol-3-yl]-1-(3-methanesulfonyl-phenyl)-1H-pyridazin-4-one). RXN SMILES: C[N:2](C)/[CH:3]=[CH:4]/[C:5]([C:7]1[C:12](=[O:13])[CH:11]=[CH:10][N:9]([C:14]2[CH:19]=[CH:18][CH:17]=[C:16]([S:20]([CH3:23])(=[O:22])=[O:21])[CH:15]=2)[N:8]=1)=O.[Cl:25][C:26]1[C:27]([CH3:34])=[C:28]([NH:32]N)[CH:29]=[CH:30][CH:31]=1>>[Cl:25][C:26]1[C:27]([CH3:34])=[C:28]([N:32]2[C:5]([C:7]3[C:12](=[O:13])[CH:11]=[CH:10][N:9]([C:14]4[CH:19]=[CH:18][CH:17]=[C:16]([S:20]([CH3:23])(=[O:22])=[O:21])[CH:15]=4)[N:8]=3)=[CH:4][CH:3]=[N:2]2)[CH:29]=[CH:30][CH:31]=1. Procedure: Reaction of 3-((E)-3-dimethylamino-acryloyl)-1-(3-methansulfonyl-phenyl)-1H-pyridazin-4-one (A-7) and (3-chloro-2-methyl-phenyl)-hydrazine according to example 43 gave the desired product. MS: M=441.0 (M)+ Reactants: C=C(C)c1cc(C(F)(F)F)cc(S(=O)(=O)NC2CCCc3c2cnn3CC(=O)OCC)c1, CO. Product: CCOC(=O)Cn1ncc2c1CCCC2NS(=O)(=O)c1cc(C(C)C)cc(C(F)(F)F)c1. As a reaction SMILES: [CH2:1]([CH3:2])[O:3][C:4]([CH2:5][n:6]1[n:7][cH:8][c:9]2[c:14]1[CH2:13][CH2:12][CH2:11][CH:10]2[NH:15][S:16](=[O:17])(=[O:18])[c:19]1[cH:20][c:21]([C:29](=[CH2:30])[CH3:31])[cH:22][c:23]([C:25]([F:26])([F:27])[F:28])[cH:24]1)=[O:32].[CH3:33][OH:34]>>[CH2:1]([CH3:2])[O:3][C:4]([CH2:5][n:6]1[n:7][cH:8][c:9]2[c:14]1[CH2:13][CH2:12][CH2:11][CH:10]2[NH:15][S:16](=[O:17])(=[O:18])[c:19]1[cH:20][c:21]([CH:29]([CH3:30])[CH3:31])[cH:22][c:23]([C:25]([F:26])([F:27])[F:28])[cH:24]1)=[O:32].